From a dataset of the Open Reaction Database (ORD), a public repository of structured organic reaction records. describe an organic reaction: reactants, conditions, products, and yield Reactants: S(O)(O)(=O)=O (sulfuric acid), ice water, Cl.FC=1C=C2CC[C@H]([C@@H](C2=CC1)O)CN1CCC2(C(NCN2C2=CC=CC=C2)=O)CC1 (trans-8-[(6-Fluoro-1,2,3,4-tetrahydro-1-hydroxy-2-naphthalenyl)-methyl]-1-phenyl-1,3,8-triazaspiro[4.5]decan-4-one, hydrochloride), C(C)(=O)O (acetic acid), C([O-])(O)=O.[Na+] (sodium bicarbonate). Solvent: C(C)(=O)OCC (ethyl acetate). Conditions: temperature 25 celsius, time 8 hour. Yields the product free base, Cl.FC=1C=C2CCC(=CC2=CC1)CN1CCC2(C(NCN2C2=CC=CC=C2)=O)CC1 (8-[(6-Fluoro-3,4-dihydro-2-naphthalenyl)methyl]-1-phenyl-1,3,8-triazaspiro[4.5]decan-4-one, hydrochloride). Reaction SMILES: [ClH:1].[F:2][C:3]1[CH:4]=[C:5]2[C:10](=[CH:11][CH:12]=1)[C@@H:9](O)[C@H:8]([CH2:14][N:15]1[CH2:31][CH2:30][C:18]3([N:22]([C:23]4[CH:28]=[CH:27][CH:26]=[CH:25][CH:24]=4)[CH2:21][NH:20][C:19]3=[O:29])[CH2:17][CH2:16]1)[CH2:7][CH2:6]2.C(O)(=O)C.S(=O)(=O)(O)O.C(=O)(O)[O-].[Na+]>C(OCC)(=O)C>[ClH:1].[F:2][C:3]1[CH:4]=[C:5]2[C:10](=[CH:11][CH:12]=1)[CH:9]=[C:8]([CH2:14][N:15]1[CH2:31][CH2:30][C:18]3([N:22]([C:23]4[CH:28]=[CH:27][CH:26]=[CH:25][CH:24]=4)[CH2:21][NH:20][C:19]3=[O:29])[CH2:17][CH2:16]1)[CH2:7][CH2:6]2 |f:0.1,4.5,7.8|. Procedure details: Finely-ground trans-8-[(6-fluoro-1,2,3,4-tetrahydro-1-hydroxy-2-naphthalenyl)methyl]-1-phenyl-1,3,8-triazaspiro[4.5]-decan-4-one (3g, see example 116) is added in small portions to a rapidly stirred acid solution comprising 20 ml acetic acid containing 20% v/v sulfuric acid maintained at 25° C. The resulting light-brown solution is stirred overnight at room temperature under nitrogen. The dehydration mixture is then gently warmed on a steam bath for 10 minutes. The warm solution is poured into i... Starting materials: [O-]C#N.[K+] (potassium cyanate), C1(=CC=CC=C1)NCC(=O)O (N-phenylglycine), Cl (hydrochloric acid). The solvent is O (water), O (water), C(C)(=O)O (acetic acid). Reaction conditions: temperature 90 celsius. The product is C1(=CC=CC=C1)N1C(=O)NC(=O)C1 (1-phenylhydantoin). Yield: 24.5%. RXN SMILES: [C:1]1([NH:7][CH2:8][C:9]([OH:11])=O)[CH:6]=[CH:5][CH:4]=[CH:3][CH:2]=1.[O-:12][C:13]#[N:14].[K+].Cl>O.C(O)(=O)C>[C:1]1([N:7]2[CH2:8][C:9](=[O:11])[NH:14][C:13]2=[O:12])[CH:2]=[CH:3][CH:4]=[CH:5][CH:6]=1 |f:1.2|. Procedure details: A solution of N-phenylglycine (Fluka) (30.2 g, 0.2 moles) in 900 ml of water and 1 ml of acetic acid was heated to 60° C. After thirty minutes potassium cyanate (16.2 g, 0.2 moles) in 100 ml of water was added. Heating was continued for 90', then 25 ml of 37% hydrochloric acid were added and the reaction mixture was heated for 15 h at 90° C. After cooling the precipitate was filtered and crystallized from 95% ethanol. 8.65 g of 1-phenylhydantoin were obtained, m.p. 197°-198°. The reactants are COc1cccc(-c2ocnc2C(=O)O)c1, CC(F)(F)c1ccc(Cn2ncc(N)n2)o1. Product: COc1cccc(-c2ocnc2C(=O)Nc2cnn(Cc3ccc(C(C)(F)F)o3)n2)c1. As a reaction SMILES: [CH3:17][O:18][c:19]1[cH:20][c:21](-[c:25]2[c:26]([C:30](=[O:31])[OH:32])[n:27][cH:28][o:29]2)[cH:22][cH:23][cH:24]1.[F:1][C:2]([CH3:3])([F:4])[c:5]1[cH:6][cH:7][c:8]([CH2:10][n:11]2[n:12][cH:13][c:14]([NH2:16])[n:15]2)[o:9]1>>[F:1][C:2]([CH3:3])([F:4])[c:5]1[cH:6][cH:7][c:8]([CH2:10][n:11]2[n:12][cH:13][c:14]([NH:16][C:30]([c:26]3[c:25](-[c:21]4[cH:20][c:19]([O:18][CH3:17])[cH:24][cH:23][cH:22]4)[o:29][cH:28][n:27]3)=[O:31])[n:15]2)[o:9]1.